From a dataset of the Open Reaction Database (ORD), a public repository of structured organic reaction records. describe an organic reaction: reactants, conditions, products, and yield The reactants are N1C=NC=C1C/C=C/C1=CC(=C(C(=O)OC)C=C1)C1=CC=C(C=C1)F (methyl 4-[(E)-3-(imidazol-5-yl)prop-1-en-1-yl]-2-(4-fluorophenyl)benzoate). Run in Cl (HCl). Product: N1C=NC=C1C/C=C/C1=CC(=C(C(=O)O)C=C1)C1=CC=C(C=C1)F (4-[(E)-3-(imidazol-5-yl)prop-1-en-1-yl]-2-(4-fluorophenyl)benzoic acid), hydrochloride salt. As a reaction SMILES: [NH:1]1[C:5]([CH2:6]/[CH:7]=[CH:8]/[C:9]2[CH:18]=[CH:17][C:12]([C:13]([O:15]C)=[O:14])=[C:11]([C:19]3[CH:24]=[CH:23][C:22]([F:25])=[CH:21][CH:20]=3)[CH:10]=2)=[CH:4][N:3]=[CH:2]1>Cl>[NH:1]1[C:5]([CH2:6]/[CH:7]=[CH:8]/[C:9]2[CH:18]=[CH:17][C:12]([C:13]([OH:15])=[O:14])=[C:11]([C:19]3[CH:20]=[CH:21][C:22]([F:25])=[CH:23][CH:24]=3)[CH:10]=2)=[CH:4][N:3]=[CH:2]1. Procedure details: A solution of methyl 4-[(E)-3-(imidazol-5-yl)prop-1-en-1-yl]-2-(4-fluorophenyl)benzoate (0.6 g; 1.8 mmol) in 1N HCl (15 ml) was refluxed for 20 hours. The mixture was evaporated to dryness to give 4-[(E)-3-(imidazol-5-yl)prop-1-en-1-yl]-2-(4-fluorophenyl)benzoic acid as the hydrochloride salt.